From a dataset of the Open Reaction Database (ORD), a public repository of structured organic reaction records. describe an organic reaction: reactants, conditions, products, and yield The reactants are COC=1C(=CC=2C(CCC(C2C1)(C)C)(C)C)C(CC)=O (1-(3-methoxy-5,5,8,8-tetramethyl-5,6,7,8-tetrahydro-naphthalen-2-yl)-propan-1-one), COC=1C(=CC=2C(CCC(C2C1)(C)C)(C)C)C(CC)=O (1-(3-methoxy-5,5,8,8-tetramethyl-5,6,7,8-tetrahydro-naphthalen-2-yl)-propan-1-one), B(Br)(Br)Br (BBr3). Solvent: C(Cl)Cl (CH2Cl2). Conditions: time 30 minute. Yields the product OC=1C(=CC=2C(CCC(C2C1)(C)C)(C)C)C(CC)=O (1-(3-Hydroxy-5,5,8,8-tetramethyl-5,6,7,8-tetrahydro-naphthalen-2-yl)-propan-1-one). Yield: 126.4%. Reaction SMILES: C[O:2][C:3]1[C:4]([C:17](=[O:20])[CH2:18][CH3:19])=[CH:5][C:6]2[C:7]([CH3:16])([CH3:15])[CH2:8][CH2:9][C:10]([CH3:14])([CH3:13])[C:11]=2[CH:12]=1.B(Br)(Br)Br>C(Cl)Cl>[OH:2][C:3]1[C:4]([C:17](=[O:20])[CH2:18][CH3:19])=[CH:5][C:6]2[C:7]([CH3:15])([CH3:16])[CH2:8][CH2:9][C:10]([CH3:13])([CH3:14])[C:11]=2[CH:12]=1. Procedure: To a solution of 1-(3-methoxy-5,5,8,8-tetramethyl-5,6,7,8-tetrahydro-naphthalen-2-yl)-propan-1-one (Intermediate 12, 2.07 g, 7.9 mmol) in CH2Cl2 (40 mL) at 0° C. was added BBr3 (8.9 mL, 1M in CH2Cl2 8.9 mmol) dropwise. After 30 min, the reaction was quenched with ice-H2O, and extracted with EtOAc. The organic layer was washed with brine, dried-over Na2SO4, and concentrated in vacuo. The residue was purified by flash column chromatography on silica gel (2% EtOAc-hexane) to give the title compound... Reaction conditions: temperature 90 celsius, time 4 hour. Yields the product C(#N)C=1C=C(C=CC1F)C1C(=C(NC(=C1C#N)C)C)C#N (4-(3-cyano-4-fluorophenyl)-1,4-dihydro-2,6-dimethyl-3,5-pyridinedicarbonitrile). Run in C(C)(=O)O (acetic acid). Isolated yield 160.4%. Reactants: FC1=C(C#N)C=C(C=C1)C=O (2-Fluoro-5-formylbenzonitrile), N\C(=C/C#N)\C (3-aminocrotononitrile). Reaction SMILES: [F:1][C:2]1[CH:9]=[CH:8][C:7]([CH:10]=O)=[CH:6][C:3]=1[C:4]#[N:5].[NH2:12]/[C:13](/[CH3:17])=[CH:14]\[C:15]#[N:16]>C(O)(=O)C>[C:4]([C:3]1[CH:6]=[C:7]([CH:10]2[C:14]([C:15]#[N:16])=[C:13]([CH3:17])[NH:12][C:2]([CH3:9])=[C:3]2[C:4]#[N:5])[CH:8]=[CH:9][C:2]=1[F:1])#[N:5]. Procedure: 2-Fluoro-5-formylbenzonitrile (30 g, 201.17 mmol) and 3-aminocrotononitrile (35.01 g, 431.63 mmol) were dissolved in acetic acid and heated to 90° C. After 4 hr, the reaction mixture was cooled to rt, concentrated, neutralized with a saturated solution of sodium bicarbonate, and extracted with ethyl acetate. The organic extracts were dried over sodium sulfate and concentrated. The solid were dissolved into ethyl acetate, and hexane was added. The solid precipitated, and was filtered to afford 4-... Reactants: BrC1=CC2=C(N=C(S2)N2CCN(CC2)C([C@H](CC=2SC=CC2)NC(OC(C)(C)C)=O)=O)C=C1 ((S)-tert-Butyl 1-(4-(6-bromobenzo[d]thiazol-2-yl)piperazin-1-yl)-1-oxo-3-(thiophen-2-yl)propan-2-ylcarbamate), C([O-])([O-])=O.[K+].[K+] (potassium carbonate), FC(C1=CC=C(C=C1)B(O)O)(F)F (4-(trifluoromethyl)phenylboronic acid), palladium tetrakistriphenylphosphine. Run in O1CCOCC1 (1,4-dioxane), [Cl-].[Na+].O (brine), O (water). Reaction conditions: temperature 95 celsius. The product is O=C([C@H](CC=1SC=CC1)NC(OC(C)(C)C)=O)N1CCN(CC1)C=1SC2=C(N1)C=CC(=C2)C2=CC=C(C=C2)C(F)(F)F ((S)-tert-butyl 1-oxo-3-(thiophen-2-yl)-1-(4-(6-(4-(trifluoromethyl)phenyl)benzo[d]thiazol-2-yl)piperazin-1-yl)propan-2-ylcarbamate). The yield is 107.3%. Reaction SMILES: Br[C:2]1[CH:33]=[CH:32][C:5]2[N:6]=[C:7]([N:9]3[CH2:14][CH2:13][N:12]([C:15](=[O:31])[C@@H:16]([NH:23][C:24](=[O:30])[O:25][C:26]([CH3:29])([CH3:28])[CH3:27])[CH2:17][C:18]4[S:19][CH:20]=[CH:21][CH:22]=4)[CH2:11][CH2:10]3)[S:8][C:4]=2[CH:3]=1.[F:34][C:35]([F:46])([F:45])[C:36]1[CH:41]=[CH:40][C:39](B(O)O)=[CH:38][CH:37]=1.C(=O)([O-])[O-].[K+].[K+]>O1CCOCC1.O.[Cl-].[Na+].O>[O:31]=[C:15]([N:12]1[CH2:11][CH2:10][N:9]([C:7]2[S:8][C:4]3[CH:3]=[C:2]([C:39]4[CH:40]=[CH:41][C:36]([C:35]([F:46])([F:45])[F:34])=[CH:37][CH:38]=4)[CH:33]=[CH:32][C:5]=3[N:6]=2)[CH2:14][CH2:13]1)[C@@H:16]([NH:23][C:24](=[O:30])[O:25][C:26]([CH3:29])([CH3:27])[CH3:28])[CH2:17][C:18]1[S:19][CH:20]=[CH:21][CH:22]=1 |f:2.3.4,7.8.9|. Reported procedure: (S)-tert-Butyl 1-(4-(6-bromobenzo[d]thiazol-2-yl)piperazin-1-yl)-1-oxo-3-(thiophen-2-yl)propan-2-ylcarbamate (80 mg), 4-(trifluoromethyl)phenylboronic acid (33 mg), palladium tetrakistriphenylphosphine (8 mg), and potassium carbonate (54 mg) were combined in 1,4-dioxane (5 mL) and water (1 mL). The resulting mixture was heated to 95° C. overnight, then diluted with brine, extracted with DCM, concentrated, and chromatographed (100% DCM) to yield (S)-tert-butyl 1-oxo-3-(thiophen-2-yl)-1-(4-(6-(4-(... Starting materials: ice water, CC=1N=C(C=C2C1SC=C2)O (7-methylthieno[2,3-c]pyridin-5-ol), C(C)(=O)OC(C)=O (acetic anhydride), C(=O)(O)[O-].[Na+] (NaHCO3). Reagents/catalysts: S(O)(O)(=O)=O (sulfuric acid). Product: C(C)(=O)OC=1C=C2C(=C(N1)C)SC=C2 (5-Acetoxy-7-methylthieno[2,3-c]pyridine). Yield: 62.0%. Reaction SMILES: [CH3:1][C:2]1[N:3]=[C:4]([OH:11])[CH:5]=[C:6]2[CH:10]=[CH:9][S:8][C:7]=12.C([O-])(O)=O.[Na+].[C:17](OC(=O)C)(=[O:19])[CH3:18]>S(=O)(=O)(O)O>[C:17]([O:11][C:4]1[CH:5]=[C:6]2[CH:10]=[CH:9][S:8][C:7]2=[C:2]([CH3:1])[N:3]=1)(=[O:19])[CH3:18] |f:1.2|. Reported procedure: A solution of 7-methylthieno[2,3-c]pyridin-5-ol (5.0 g, 30.3 mmol) and concentrated sulfuric acid (3 drops) in acetic anhydride (50 ml) was stirred at room temperature for 16 hours. The mixture was poured into ice water (300 ml), neutralized with NaHCO3, and was extracted with CH2Cl2. The organic layer was washed with a saturated solution of NaHCO3, dried over MgSO4, treated with activated charcoal and evaporated in vacuo to give the product (3.9 g, 62% yield) as an amber oil; IR (neat) 3090, 17... Reactants: ClCC(=O)N1CCC(CC1)N1N=C(C(C1=O)(C)C)C1=CC(=C(C=C1)OC)OC (2-[1-(chloroacetyl)piperidin-4-yl]-5-(3,4-dimethoxyphenyl)-4,4-dimethyl-2,4-dihydro-3H-pyrazol-3-one), ClCC(=O)N1CCC(CC1)N1N=C(C(C1=O)(C)C)C1=CC(=C(C=C1)OC)OC (2-[1-(chloroacetyl)piperidin-4-yl]-5-(3,4-dimethoxyphenyl)-4,4-dimethyl-2,4-dihydro-3H-pyrazol-3-one), N1C(CC2=CC=CC=C12)=O (1,3-dihydro-2H-indol-2-one), C(=O)([O-])[O-].[K+].[K+] (K2CO3). Run in C(C)#N (acetonitrile). Yields the product COC=1C=C(C=CC1OC)C1=NN(C(C1(C)C)=O)C1CCN(CC1)C(CN1C(CC2=CC=CC=C12)=O)=O (1-(2-{4-[3-(3,4-Dimethoxy-phenyl)-4,4-dimethyl-5-oxo-4,5-dihydro-pyrazol-1-yl]-piperidin-1-yl}-2-oxo-ethyl)-1,3-dihydro-2H-indol-2-one). RXN SMILES: Cl[CH2:2][C:3]([N:5]1[CH2:10][CH2:9][CH:8]([N:11]2[C:15](=[O:16])[C:14]([CH3:18])([CH3:17])[C:13]([C:19]3[CH:24]=[CH:23][C:22]([O:25][CH3:26])=[C:21]([O:27][CH3:28])[CH:20]=3)=[N:12]2)[CH2:7][CH2:6]1)=[O:4].[NH:29]1[C:37]2[C:32](=[CH:33][CH:34]=[CH:35][CH:36]=2)[CH2:31][C:30]1=[O:38].C([O-])([O-])=O.[K+].[K+]>C(#N)C>[CH3:28][O:27][C:21]1[CH:20]=[C:19]([C:13]2[C:14]([CH3:18])([CH3:17])[C:15](=[O:16])[N:11]([CH:8]3[CH2:7][CH2:6][N:5]([C:3](=[O:4])[CH2:2][N:29]4[C:37]5[C:32](=[CH:33][CH:34]=[CH:35][CH:36]=5)[CH2:31][C:30]4=[O:38])[CH2:10][CH2:9]3)[N:12]=2)[CH:24]=[CH:23][C:22]=1[O:25][CH3:26] |f:2.3.4|. Procedure details: 0.5 g 2-[1-(chloroacetyl)piperidin-4-yl]-5-(3,4-dimethoxyphenyl)-4,4-dimethyl-2,4-dihydro-3H-pyrazol-3-one (compound A1), 0.16 g 1,3-dihydro-2H-indol-2-one and 0.7 g K2CO3 in 20 ml of acetonitrile is heated to reflux for 10 h. The acetonitrile is removed in vacuo and the residue dissolved in 70 ml of ethyl acetate and washed four times with 30 ml of water. The organic layer is dried over MgSO4 and concentrated in vacuo. The title product is isolated by column chromatography (silica gel, eluent: ... The reactants are ClC=1C=C(C=CC1)C(C=O)(C)C (2-(3-chlorophenyl)-2-methylpropanal), C[Mg+].[Br-] (MeMgBr). Run in C1CCOC1 (THF). Reaction conditions: temperature 0 celsius, time 1 hour. The product is ClC=1C=C(C=CC1)C(C(C)O)(C)C (3-(3-chlorophenyl)-3-methylbutan-2-ol). Isolated yield 76.4%. Reaction SMILES: [Cl:1][C:2]1[CH:3]=[C:4]([C:8]([CH3:12])([CH3:11])[CH:9]=[O:10])[CH:5]=[CH:6][CH:7]=1.[CH3:13][Mg+].[Br-]>C1COCC1>[Cl:1][C:2]1[CH:3]=[C:4]([C:8]([CH3:12])([CH3:11])[CH:9]([OH:10])[CH3:13])[CH:5]=[CH:6][CH:7]=1 |f:1.2|. Procedure details: To a stirred solution of 2-(3-chlorophenyl)-2-methylpropanal (4.6 g, 25.7 mmol) in THF (150 mL) at 0° C. was added MeMgBr (3M in ether, 17.1 mL, 51.3 mmol, 2 eq) dropwise over 2 h. After stirring 1 h at 0° C., the reaction was allowed to warm to room temperature, quenched with 1N HCl and then extracted with EtOAc. The extracts were dried over MgSO4 and evaporated in vacuo. The residue was purified by chromatography (silica, Hex/EtOAc=20:1 to 10:1) to give 3-(3-chlorophenyl)-3-methylbutan-2-ol (3... Starting materials: C(C)(=O)[O-].C(C)(=O)[O-].C(C)(=O)[O-].C(C)(=O)[O-].[Pb+4] (lead tetraacetate), C1(=CC=C(C=C1)C=O)C (4-tolualdehyde), C1(=C(C=CC=C1)N)N (o-phenylenediamine), O (water). Solvent: C1(=CC=CC=C1)C (toluene). Reaction conditions: time 20 hour. Yields the product CC1=CC=C(C=C1)C=1NC2=C(N1)C=CC=C2 (2-(4-methylphenyl)benzimidazole). Reaction SMILES: [C:1]1([CH3:9])[CH:6]=[CH:5][C:4]([CH:7]=O)=[CH:3][CH:2]=1.[C:10]1([NH2:17])[CH:15]=[CH:14][CH:13]=[CH:12][C:11]=1[NH2:16].O.C([O-])(=O)C.C([O-])(=O)C.C([O-])(=O)C.C([O-])(=O)C.[Pb+4]>C1(C)C=CC=CC=1>[CH3:9][C:1]1[CH:6]=[CH:5][C:4]([C:7]2[NH:16][C:11]3[CH:12]=[CH:13][CH:14]=[CH:15][C:10]=3[N:17]=2)=[CH:3][CH:2]=1 |f:3.4.5.6.7|. Procedure details: A solution of 120.2 g (1 mole) of 4-tolualdehyde and 108.1 g (1 mole) of o-phenylenediamine in toluene is heated at reflux with azeotropic removal of water. After 20 hours at reflux, the reaction is cooled to room temperature, then 443.4 g (1 mole) of lead tetraacetate is added, and the reaction is stirred at room temperature for 20 hours The solids are removed by filtration, and the filtrate is swirled with basic alumina. The mixture is filtered, and the filtrate is evaporated to dryness The pr... Reactants: CC(C)(C)NS(=O)(=O)c1cc(C(=O)N2CCC(CCO)(c3ccccc3)OC2)c(Cl)cc1F, CS(C)=O, CCN(C(C)C)C(C)C, ClCCl, [Na+], O=C([O-])O. Product: CC(C)(C)NS(=O)(=O)c1cc(C(=O)N2CCC(CC=O)(c3ccccc3)OC2)c(Cl)cc1F. RXN SMILES: [C:1]([CH3:2])([CH3:3])([CH3:4])[NH:5][S:6](=[O:7])(=[O:8])[c:9]1[c:10]([F:33])[cH:11][c:12]([Cl:32])[c:13]([C:15](=[O:16])[N:17]2[CH2:18][O:19][C:20]([c:23]3[cH:24][cH:25][cH:26][cH:27][cH:28]3)([CH2:29][CH2:30][OH:31])[CH2:21][CH2:22]2)[cH:14]1.[CH3:34][S:35](=[O:36])[CH3:37].[CH:38]([N:39]([CH:40]([CH3:41])[CH3:42])[CH2:43][CH3:44])([CH3:45])[CH3:46].[Cl:52][CH2:53][Cl:54].[Na+:51].[O-:47][C:48]([OH:49])=[O:50]>>[C:1]([CH3:2])([CH3:3])([CH3:4])[NH:5][S:6](=[O:7])(=[O:8])[c:9]1[c:10]([F:33])[cH:11][c:12]([Cl:32])[c:13]([C:15](=[O:16])[N:17]2[CH2:18][O:19][C:20]([c:23]3[cH:24][cH:25][cH:26][cH:27][cH:28]3)([CH2:29][CH:30]=[O:31])[CH2:21][CH2:22]2)[cH:14]1. Starting materials: COC(CCN1C(N(C2=C1C=CC=C2)CC2=CC=CN1C(=C(C=C21)C)C)=O)=O (3-[3-(2,3-dimethyl-indolizin-8-ylmethyl)-2-oxo-2,3-dihydro-benzoimidazol-1-yl]-propionic acid methyl ester), O.[OH-].[Li+] (lithium hydroxide monohydrate). Solvent: C1CCOC1 (THF), O (water), CO.C(Cl)Cl (MeOH DCM). Conditions: time 1.5 hour. The product is CC=1C=C2C(=CC=CN2C1C)CN1C(N(C2=C1C=CC=C2)CCC(=O)O)=O (3-{3-[(2,3-dimethylindolizin-8-yl)methyl]-2-oxo-2,3-dihydro-1H-benzimidazol-1-yl}propanoic acid). RXN SMILES: C[O:2][C:3](=[O:28])[CH2:4][CH2:5][N:6]1[C:10]2[CH:11]=[CH:12][CH:13]=[CH:14][C:9]=2[N:8]([CH2:15][C:16]2[C:24]3[N:20]([C:21]([CH3:26])=[C:22]([CH3:25])[CH:23]=3)[CH:19]=[CH:18][CH:17]=2)[C:7]1=[O:27].O.[OH-].[Li+]>C1COCC1.O.CO.C(Cl)Cl>[CH3:25][C:22]1[CH:23]=[C:24]2[N:20]([C:21]=1[CH3:26])[CH:19]=[CH:18][CH:17]=[C:16]2[CH2:15][N:8]1[C:9]2[CH:14]=[CH:13][CH:12]=[CH:11][C:10]=2[N:6]([CH2:5][CH2:4][C:3]([OH:28])=[O:2])[C:7]1=[O:27] |f:1.2.3,6.7|. Procedure details: To a stirred solution of 3-[3-(2,3-dimethyl-indolizin-8-ylmethyl)-2-oxo-2,3-dihydro-benzoimidazol-1-yl]-propionic acid methyl ester (110 mg, 0.29 mmol) in THF (5 ml) and water (1.5 ml) was added lithium hydroxide monohydrate (25 mg, 0.58 mmol). After 1.5 h the reaction appeared complete (LC-MS) and was subsequently concentrated. The remaining residue was diluted with water (˜12 ml) and acidified to pH˜5 using HOAc (˜5 drops). The resulting solid was dissolved into DCM and the layers were separat...